Dataset: the Open Reaction Database (ORD), a public repository of structured organic reaction records. Task: describe an organic reaction: reactants, conditions, products, and yield The product is CC1(C)OC(c2cscn2)=C(Br)C1=O. As a reaction SMILES: [CH3:1][C:2]1([CH3:13])[O:3][C:4]([c:8]2[n:9][cH:10][s:11][cH:12]2)=[CH:5][C:6]1=[O:7].[Cl:22][CH:23]([Cl:24])[Cl:25].[Cl:26][CH2:27][Cl:28].[O:14]=[C:15]1[N:16]([Br:21])[C:17](=[O:18])[CH2:19][CH2:20]1>>[CH3:1][C:2]1([CH3:13])[O:3][C:4]([c:8]2[n:9][cH:10][s:11][cH:12]2)=[C:5]([Br:21])[C:6]1=[O:7]. Reactants: CC1(C)OC(c2cscn2)=CC1=O, ClC(Cl)Cl, ClCCl, O=C1CCC(=O)N1Br. Starting materials: C(C)(C)N (isopropylamine), CCN(C(C)C)C(C)C (DIEA), Cl.ClC1=CC(=NC=C1)C(=O)Cl (4-chloropicolinoyl chloride hydrochloride). Run in CO (MeOH), C1CCOC1 (THF), CCOC(=O)C (EtOAc). Conditions: time 2 hour. The product is ClC1=CC(=NC=C1)C(=O)NC(C)C (4-chloro-N-isopropylpicolinamide). The yield is 89.5%. As a reaction SMILES: [CH:1]([NH2:4])([CH3:3])[CH3:2].CCN(C(C)C)C(C)C.Cl.[Cl:15][C:16]1[CH:21]=[CH:20][N:19]=[C:18]([C:22](Cl)=[O:23])[CH:17]=1>CO.C1COCC1.CCOC(C)=O>[Cl:15][C:16]1[CH:21]=[CH:20][N:19]=[C:18]([C:22]([NH:4][CH:1]([CH3:3])[CH3:2])=[O:23])[CH:17]=1 |f:2.3|. Procedure details: A 0° C. solution of isopropylamine (0.971 mL, 11.30 mmol) and DIEA (1.973 mL, 11.30 mmol) in MeOH (10 mL) and THF (5 mL) was treated with 4-chloropicolinoyl chloride hydrochloride (0.8 g, 3.77 mmol) in one portion, warmed to RT and stirred for 2 h. The mixture was diluted with EtOAc, washed with satd. NaHCO3, then brine and the organic layer was dried over Na2SO4, concentrated to dryness and purified by silica gel chromatography (EtOAc/Hex) to afford 4-chloro-N-isopropylpicolinamide (0.67 g, 90%...